This data is from the Open Reaction Database (ORD), a public repository of structured organic reaction records. The task is: describe an organic reaction: reactants, conditions, products, and yield Starting materials: BrCCCCC#N (5-bromo-pentanenitrile), C(C)(C)(C)C=1C=C(C=C(C1)C(C)(C)C)O (3,5-di-t-butylphenol). The product is C(C)(C)(C)C=1C=C(OCCCCC#N)C=C(C1)C(C)(C)C (5-(3,5-di-t-butylphenoxy)pentanenitrile). The yield is 61.9%. As a reaction SMILES: Br[CH2:2][CH2:3][CH2:4][CH2:5][C:6]#[N:7].[C:8]([C:12]1[CH:13]=[C:14]([OH:22])[CH:15]=[C:16]([C:18]([CH3:21])([CH3:20])[CH3:19])[CH:17]=1)([CH3:11])([CH3:10])[CH3:9]>>[C:18]([C:16]1[CH:15]=[C:14]([CH:13]=[C:12]([C:8]([CH3:11])([CH3:10])[CH3:9])[CH:17]=1)[O:22][CH2:2][CH2:3][CH2:4][CH2:5][C:6]#[N:7])([CH3:21])([CH3:20])[CH3:19]. Procedure: Using the method of Example 1, 17.8 g (0.11 mole) of 5-bromo-pentanenitrile was reacted with 20.6 g (0.10 mole) of 3,5-di-t-butylphenol to give 17.8 g of white crystalline 5-(3,5-di-t-butylphenoxy)pentanenitrile, m.p. 61°-64° C. Analysis: Calculated for: C19H29NO: %C, 79.4; , %H, 10.2; %N, 4.9; Found: %C, 79.0; %H, 10.3; %N, 5.1.